Dataset: the Open Reaction Database (ORD), a public repository of structured organic reaction records. Task: describe an organic reaction: reactants, conditions, products, and yield Reactants: Cc1ccccc1COC(=O)Cl, CCOC(C)=O, NC(CO)Cc1ccc(O)cc1, [Na+], [Na+], O=C([O-])[O-], O. The product is Cc1ccccc1COC(=O)NC(CO)Cc1ccc(O)cc1. As a reaction SMILES: [CH3:13][c:14]1[c:15]([CH2:16][O:17][C:18](=[O:19])[Cl:20])[cH:21][cH:22][cH:23][cH:24]1.[CH3:32][CH2:33][O:34][C:35](=[O:36])[CH3:37].[NH2:1][CH:2]([CH2:3][c:4]1[cH:5][cH:6][c:7]([OH:10])[cH:8][cH:9]1)[CH2:11][OH:12].[Na+:25].[Na+:26].[O-:27][C:28](=[O:29])[O-:30].[OH2:31]>>[NH:1]([CH:2]([CH2:3][c:4]1[cH:5][cH:6][c:7]([OH:10])[cH:8][cH:9]1)[CH2:11][OH:12])[C:18]([O:17][CH2:16][c:15]1[c:14]([CH3:13])[cH:24][cH:23][cH:22][cH:21]1)=[O:19].